The task is: describe an organic reaction: reactants, conditions, products, and yield. This data is from the Open Reaction Database (ORD), a public repository of structured organic reaction records. Product: N(=[N+]=[N-])C(C(=O)Cl)CCC#N (2-Azido-4-cyanobutanoyl chloride). Isolated yield 98.5%. RXN SMILES: [N:1]([CH:4]([CH2:8][CH2:9][C:10]#[N:11])[C:5](O)=[O:6])=[N+:2]=[N-:3].C(Cl)(=O)C([Cl:15])=O>C(Cl)Cl.CN(C=O)C>[N:1]([CH:4]([CH2:8][CH2:9][C:10]#[N:11])[C:5]([Cl:15])=[O:6])=[N+:2]=[N-:3]. The solvent is C(Cl)Cl (methylene chloride). Reported procedure: To a solution of 2-azido-4-cyanobutyric acid (0.76 g, 4.94 mmol) in dry methylene chloride (20 ml) was added oxalyl chloride (0.65 g, 5.1 mmol) and a drop (~15 mg) of DMF. The reaction mixture was stirred at room temperature until the evolution of gas ceased (15 min) and then refluxed for 10 min. Removal of the solvent in vacuo gave 0.84 g (99%) of the title compound as a syrup; ir (neat) νmax : 2250, 2110, 1780 cm-1. Reagents/catalysts: CN(C)C=O (DMF). Reactants: N(=[N+]=[N-])C(C(=O)O)CCC#N (2-azido-4-cyanobutyric acid), C(C(=O)Cl)(=O)Cl (oxalyl chloride). Reactants: ClC1=C(C=C(C=C1)C1=NNC=C1)CNC(OC)=O (methyl N-[[2-chloro-5-(1H-pyrazol-3-yl)phenyl]methyl]carbamate), product, ClC1=NC(=NS1)C(C)C (5-chloro-3-(1-methylethyl)-1,2,4-thiadiazole), ClC1=NC(=NS1)C(C)C (5-chloro-3-(1-methylethyl)-1,2,4-thiadiazole), C([O-])([O-])=O.[K+].[K+] (potassium carbonate), O (water). The solvent is CN1C(CCC1)=O (N-methyl-2-pyrrolidinone). Conditions: temperature 165 celsius. The product is ClC1=C(C=C(C=C1)C1=NN(C=C1)C1=NC(=NS1)C(C)C)CNC(OC)=O (methyl N-[[2-chloro-5-[1-[3-(1-methylethyl)-1,2,4-thiadiazol-5-yl]-1H-pyrazol-3-yl]phenyl]methyl]carbamate). As a reaction SMILES: [Cl:1][C:2]1[CH:7]=[CH:6][C:5]([C:8]2[CH:12]=[CH:11][NH:10][N:9]=2)=[CH:4][C:3]=1[CH2:13][NH:14][C:15](=[O:18])[O:16][CH3:17].Cl[C:20]1[S:24][N:23]=[C:22]([CH:25]([CH3:27])[CH3:26])[N:21]=1.C(=O)([O-])[O-].[K+].[K+].O>CN1CCCC1=O>[Cl:1][C:2]1[CH:7]=[CH:6][C:5]([C:8]2[CH:12]=[CH:11][N:10]([C:20]3[S:24][N:23]=[C:22]([CH:25]([CH3:27])[CH3:26])[N:21]=3)[N:9]=2)=[CH:4][C:3]=1[CH2:13][NH:14][C:15](=[O:18])[O:16][CH3:17] |f:2.3.4|. Reported procedure: A mixture of methyl N-[[2-chloro-5-(1H-pyrazol-3-yl)phenyl]methyl]carbamate (i.e. the product of Step B, Example 4) (0.02 g, 0.75 mmol), 5-chloro-3-(1-methylethyl)-1,2,4-thiadiazole (i.e. the product of Step A) (0.61 g, 3.75 mmol) and potassium carbonate (0.25 g, 1.5 mmol) in N-methyl-2-pyrrolidinone (2.5 mL) was heated in a Biotage Creator XM microwave apparatus at 165° C. for 15 minutes. The reaction mixture was poured into water (60 mL), and the aqueous mixture was extracted with ethyl acetat... Starting materials: CC(C)(C)S(=O)N=CC(O[Si](C)(C)C(C)(C)C)c1cccc(Cl)c1, C1CCOC1, C=C[Mg+], [Cl-]. The product is C=CC(NS(=O)C(C)(C)C)C(O[Si](C)(C)C(C)(C)C)c1cccc(Cl)c1. As a reaction SMILES: [C:1]([CH3:2])([CH3:3])([CH3:4])[Si:5]([O:6][CH:7]([CH:8]=[N:9][S:10](=[O:11])[C:12]([CH3:13])([CH3:14])[CH3:15])[c:16]1[cH:17][c:18]([Cl:22])[cH:19][cH:20][cH:21]1)([CH3:23])[CH3:24].[CH2:29]1[O:30][CH2:31][CH2:32][CH2:33]1.[CH:26](=[CH2:27])[Mg+:28].[Cl-:25]>>[C:1]([CH3:2])([CH3:3])([CH3:4])[Si:5]([O:6][CH:7]([CH:8]([NH:9][S:10](=[O:11])[C:12]([CH3:13])([CH3:14])[CH3:15])[CH:26]=[CH2:27])[c:16]1[cH:17][c:18]([Cl:22])[cH:19][cH:20][cH:21]1)([CH3:23])[CH3:24]. The reactants are CS(C)=O, CCN(C(C)C)C(C)C, Clc1ccc2occ(CCI)c2c1, c1cnc2c(N3CCNCC3)cccc2c1. Product: Clc1ccc2occ(CCN3CCN(c4cccc5cccnc45)CC3)c2c1. Reaction SMILES: [CH3:39][S:40]([CH3:41])=[O:42].[CH:30]([N:31]([CH2:32][CH3:33])[CH:34]([CH3:35])[CH3:36])([CH3:37])[CH3:38].[Cl:1][c:2]1[cH:3][cH:4][c:5]2[c:6]([c:7]([CH2:10][CH2:11][I:12])[cH:8][o:9]2)[cH:13]1.[N:14]1([c:20]2[cH:21][cH:22][cH:23][c:24]3[cH:25][cH:26][cH:27][n:28][c:29]23)[CH2:15][CH2:16][NH:17][CH2:18][CH2:19]1>>[Cl:1][c:2]1[cH:3][cH:4][c:5]2[c:6]([c:7]([CH2:10][CH2:11][N:17]3[CH2:16][CH2:15][N:14]([c:20]4[cH:21][cH:22][cH:23][c:24]5[cH:25][cH:26][cH:27][n:28][c:29]45)[CH2:19][CH2:18]3)[cH:8][o:9]2)[cH:13]1. Reactants: BrCC1=CC(=CC=C1)Cl (1-(bromomethyl)-3-chlorobenzene), COC=1C=C(C=NC1OC)SCCC(=O)OC (methyl 3-[(5,6-dimethoxypyridin-3-yl)sulfanyl]propanoate), COC=1C=C(C=NC1OC)SCCC(=O)OC (methyl 3-[(5,6-dimethoxypyridin-3-yl)sulfanyl]propanoate), CC(C)([O-])C.[K+] (potassium tert-butoxide). Solvent: C1CCOC1 (THF). Reaction conditions: temperature -45 celsius, time 20 minute. Product: ClC=1C=C(CSC=2C=C(C(=NC2)OC)OC)C=CC1 (5-(3-chlorobenzylthio)-2,3-dimethoxypyridine). Yield: 82.5%. As a reaction SMILES: [CH3:1][O:2][C:3]1[CH:4]=[C:5]([S:11][CH2:12][CH2:13][C:14](OC)=O)[CH:6]=[N:7][C:8]=1[O:9][CH3:10].CC(C)([O-])C.[K+].BrC[C:26]1C=C[CH:29]=[C:28]([Cl:32])[CH:27]=1>C1COCC1>[Cl:32][C:28]1[CH:29]=[C:13]([CH:14]=[CH:26][CH:27]=1)[CH2:12][S:11][C:5]1[CH:4]=[C:3]([O:2][CH3:1])[C:8]([O:9][CH3:10])=[N:7][CH:6]=1 |f:1.2|. Procedure details: To a cooled solution of methyl 3-[(5,6-dimethoxypyridin-3-yl)sulfanyl]propanoate (Intermediate 7, 257 mg, 1 mmol) in THF (6 ml) at −45° C. was added potassium tert-butoxide (123 mg, 1.10 mmol). After stirring at −45° C. for 20 minutes, 1-(bromomethyl)-3-chlorobenzene (0.16 ml, 1.20 mmol) was added and the reaction mixture was stirred with warming to room temperature for 2 hours. The resulting mixture was partitioned between ethyl acetate (15 ml) and water (15 nil) and the resulting organic layer... Starting materials: C1=CC=CC=2C3=CC=CC=C3C3=CC=CC=C3C12 (Triphenylene), [Al+3].[Cl-].[Cl-].[Cl-] (AlCl3), CC(=O)Cl (CH3COCl). Isolated yield 97.0%. Procedure: Triphenylene (1 equivalent) is reacted at 0° C. with 2.1 equivalents of AlCl3 and 21.0 equivalents of CH3COCl in CH2Cl2. After stirring at room temp. for 3 hours, the reaction product (acetyltriphenylene) was obtained in 97% yield, and is used in step b). Solvent: C(Cl)Cl (CH2Cl2). Product: C(C)(=O)C1=CC=CC=2C3=CC=CC=C3C3=CC=CC=C3C12 (acetyltriphenylene). As a reaction SMILES: [CH:1]1[C:18]2[C:17]3[C:12](=[CH:13][CH:14]=[CH:15][CH:16]=3)[C:11]3[C:6](=[CH:7][CH:8]=[CH:9][CH:10]=3)[C:5]=2[CH:4]=[CH:3][CH:2]=1.[Al+3].[Cl-].[Cl-].[Cl-].[CH3:23][C:24](Cl)=[O:25]>C(Cl)Cl>[C:24]([C:4]1[C:5]2[C:6]3[C:11](=[CH:10][CH:9]=[CH:8][CH:7]=3)[C:12]3[C:17](=[CH:16][CH:15]=[CH:14][CH:13]=3)[C:18]=2[CH:1]=[CH:2][CH:3]=1)(=[O:25])[CH3:23] |f:1.2.3.4|. Run at time 3 hour. Starting materials: COC(=O)C(=O)c1ccc(OCCOc2ccc3ccccc3c2)cc1, CO, N, C1CCOC1. The product is NC(=O)C(=O)c1ccc(OCCOc2ccc3ccccc3c2)cc1. RXN SMILES: [CH3:1][O:2][C:3]([C:4]([c:5]1[cH:6][cH:7][c:8]([O:11][CH2:12][CH2:13][O:14][c:15]2[cH:16][c:17]3[cH:18][cH:19][cH:20][cH:21][c:22]3[cH:23][cH:24]2)[cH:9][cH:10]1)=[O:25])=[O:26].[CH3:28][OH:29].[NH3:27].[O:30]1[CH2:31][CH2:32][CH2:33][CH2:34]1>>[O:2]=[C:3]([C:4]([c:5]1[cH:6][cH:7][c:8]([O:11][CH2:12][CH2:13][O:14][c:15]2[cH:16][c:17]3[cH:18][cH:19][cH:20][cH:21][c:22]3[cH:23][cH:24]2)[cH:9][cH:10]1)=[O:25])[NH2:27].